Dataset: the Open Reaction Database (ORD), a public repository of structured organic reaction records. Task: describe an organic reaction: reactants, conditions, products, and yield Reactants: N1(C=NC=C1)C[C@H](C1=CC=CC=C1)OC1=C(C=2CCCC(C2C=C1)=O)CS(=O)(=O)C1=CC=C(C(=O)O)C=C1 (4-{[(2-{[(1S)-2-(1H-imidazol-1-yl)-1-phenylethyl]oxy}-5-oxo-5,6,7,8-tetrahydro-1-naphthalenyl)methyl]sulfonyl}benzoic acid), C1(CCCC1)N (cyclopentylamine). Product: C1(CCCC1)NC(C1=CC=C(C=C1)S(=O)(=O)CC1=C(C=CC=2C(CCCC12)=O)O[C@H](CN1C=NC=C1)C1=CC=CC=C1)=O (N-Cyclopentyl-4-{[(2-{[(1S)-2-(1H-imidazol-1-yl)-1-phenylethyl]oxy}-5-oxo-5,6,7,8-tetrahydro-1-naphthalenyl)methyl]sulfonyl}benzamide). The yield is 95.4%. Reaction SMILES: [N:1]1([CH2:6][C@@H:7]([O:14][C:15]2[CH:24]=[CH:23][C:22]3[C:21](=[O:25])[CH2:20][CH2:19][CH2:18][C:17]=3[C:16]=2[CH2:26][S:27]([C:30]2[CH:38]=[CH:37][C:33]([C:34](O)=[O:35])=[CH:32][CH:31]=2)(=[O:29])=[O:28])[C:8]2[CH:13]=[CH:12][CH:11]=[CH:10][CH:9]=2)[CH:5]=[CH:4][N:3]=[CH:2]1.[CH:39]1([NH2:44])[CH2:43][CH2:42][CH2:41][CH2:40]1>>[CH:39]1([NH:44][C:34](=[O:35])[C:33]2[CH:32]=[CH:31][C:30]([S:27]([CH2:26][C:16]3[C:17]4[CH2:18][CH2:19][CH2:20][C:21](=[O:25])[C:22]=4[CH:23]=[CH:24][C:15]=3[O:14][C@@H:7]([C:8]3[CH:9]=[CH:10][CH:11]=[CH:12][CH:13]=3)[CH2:6][N:1]3[CH:5]=[CH:4][N:3]=[CH:2]3)(=[O:28])=[O:29])=[CH:38][CH:37]=2)[CH2:43][CH2:42][CH2:41][CH2:40]1. Procedure details: Using the method in Example 172, 4-{[(2-{[(1S)-2-(1H-imidazol-1-yl)-1-phenylethyl]oxy}-5-oxo-5,6,7,8-tetrahydro-1-naphthalenyl)methyl]sulfonyl}benzoic acid (53 mg, 0.10 mmol, 0.20M in DMF) and cyclopentylamine (26 mg, 0.30 mmol, 0.6M in DMF) were combined to give 57 mg of the desired compound: Low resolution mass spectrum (LC-MS, APCI) m/z 598 [M+H]+.